This data is from the Open Reaction Database (ORD), a public repository of structured organic reaction records. The task is: describe an organic reaction: reactants, conditions, products, and yield Reaction SMILES: [CH3:24][CH2:25][OH:26].[Na+:23].[OH-:22].[OH2:27].[c:1]1([CH:7]([N:8]2[CH2:9][C:10]([C:12](=[O:13])[NH2:14])([OH:15])[CH2:11]2)[c:16]2[cH:17][cH:18][cH:19][cH:20][cH:21]2)[cH:2][cH:3][cH:4][cH:5][cH:6]1>>[c:1]1([CH:7]([N:8]2[CH2:9][C:10]([C:12](=[O:13])[OH:22])([OH:15])[CH2:11]2)[c:16]2[cH:17][cH:18][cH:19][cH:20][cH:21]2)[cH:2][cH:3][cH:4][cH:5][cH:6]1. The product is O=C(O)C1(O)CN(C(c2ccccc2)c2ccccc2)C1. Starting materials: CCO, [Na+], [OH-], O, NC(=O)C1(O)CN(C(c2ccccc2)c2ccccc2)C1.